Dataset: the Open Reaction Database (ORD), a public repository of structured organic reaction records. Task: describe an organic reaction: reactants, conditions, products, and yield Reactants: C(#N)CC(=O)NN (cyanoacetic hydrazide), C(C1=CC=CC=C1)(=O)Cl (benzoyl chloride). Product: C(C1=CC=CC=C1)(=O)N(N)C(CC#N)=O (N-benzoylcyanoacetic hydrazide). Reaction SMILES: [C:1]([CH2:3][C:4]([NH:6][NH2:7])=[O:5])#[N:2].[C:8](Cl)(=[O:15])[C:9]1[CH:14]=[CH:13][CH:12]=[CH:11][CH:10]=1>>[C:8]([N:6]([C:4](=[O:5])[CH2:3][C:1]#[N:2])[NH2:7])(=[O:15])[C:9]1[CH:14]=[CH:13][CH:12]=[CH:11][CH:10]=1. Reported procedure: in a second step treating the as-synthesized cyanoacetic hydrazide with benzoyl chloride in the presence of a buffer system to form an N-benzoylcyanoacetic hydrazide, and thereafter